Dataset: the Open Reaction Database (ORD), a public repository of structured organic reaction records. Task: describe an organic reaction: reactants, conditions, products, and yield The yield is 37.6%. The reactants are C(C=C)OC(=O)C1=CC=C(C=C1)S(=O)(=O)N=C=O (4-allyloxycarbonylbenzene-sulfonylisocyanate), NC1=C(C(=O)O)C=CC(=C1)Cl (2-amino-4-chlorobenzoic acid). As a reaction SMILES: [CH2:1]([O:4][C:5]([C:7]1[CH:12]=[CH:11][C:10]([S:13]([N:16]=[C:17]=[O:18])(=[O:15])=[O:14])=[CH:9][CH:8]=1)=[O:6])[CH:2]=[CH2:3].[NH2:19][C:20]1[CH:28]=[C:27]([Cl:29])[CH:26]=[CH:25][C:21]=1[C:22](O)=[O:23]>>[CH2:1]([O:4][C:5]([C:7]1[CH:8]=[CH:9][C:10]([S:13]([N:16]2[C:22](=[O:23])[C:21]3[C:20](=[CH:28][C:27]([Cl:29])=[CH:26][CH:25]=3)[NH:19][C:17]2=[O:18])(=[O:15])=[O:14])=[CH:11][CH:12]=1)=[O:6])[CH:2]=[CH2:3]. Procedure details: 1.10 g (4.15 mmol) of 4-allyloxycarbonylbenzene-sulfonylisocyanate and 712 mg (4.15 mmol) of 2-amino-4-chlorobenzoic acid were treated in the same way as in Example 1 to obtain 657 mg of the above-identified compound (yield 37.6%). Properties: colorless crystal, Melting point: 130°-132° C., PMR (δppm, DMSO-d6): 4.59 (2H,d), 5.18 (1H,d), 5.27 (1H,d), 5.87-5.94 (1H,m), 7.13 (1H,s), 7.22 (1H,d), 7.62-7.70 (2H,m), 7.86 (1H,d), 8.09 (2H,d), 11.63 (1H,br). The product is C(C=C)OC(=O)C1=CC=C(C=C1)S(=O)(=O)N1C(NC2=CC(=CC=C2C1=O)Cl)=O (3-(4-allyloxycarbonylbenzenesulfonyl)-7-chloro-2,4(1H,3H)-quinazolinedione). Reaction SMILES: [CH3:1][c:2]1[cH:3][cH:4][c:5](-[c:8]2[o:9][c:10]3[c:11]([cH:12]2)[cH:13][c:14]([C:17](=[O:18])[NH:19][c:20]2[cH:21][cH:22][c:23]([CH2:26][N:27]([CH:28]4[CH2:29][CH2:30][O:31][CH2:32][CH2:33]4)[CH3:34])[cH:24][cH:25]2)[cH:15][cH:16]3)[cH:6][cH:7]1.[CH3:35][I:36].[O:37]=[CH:38][N:39]([CH3:40])[CH3:41]>>[CH3:1][c:2]1[cH:3][cH:4][c:5](-[c:8]2[o:9][c:10]3[c:11]([cH:12]2)[cH:13][c:14]([C:17](=[O:18])[NH:19][c:20]2[cH:21][cH:22][c:23]([CH2:26][N+:27]([CH:28]4[CH2:29][CH2:30][O:31][CH2:32][CH2:33]4)([CH3:34])[CH3:35])[cH:24][cH:25]2)[cH:15][cH:16]3)[cH:6][cH:7]1.[I-:36]. Starting materials: Cc1ccc(-c2cc3cc(C(=O)Nc4ccc(CN(C)C5CCOCC5)cc4)ccc3o2)cc1, CI, CN(C)C=O. Product: Cc1ccc(-c2cc3cc(C(=O)Nc4ccc(C[N+](C)(C)C5CCOCC5)cc4)ccc3o2)cc1, [I-].